This data is from the Open Reaction Database (ORD), a public repository of structured organic reaction records. The task is: describe an organic reaction: reactants, conditions, products, and yield Reactants: C(C)(C)S(=O)(=O)C1=CC=C(C=C1)C (isopropyl-p-tolyl sulfone), COC1C=CC(O1)=O (5-methoxy-2,5-dihydrofuran-2-one), P(=O)([O-])(O)O.[Na+] (monosodium phosphate), C(CCC)[Li] (butyllithium). Run in O1CCCC1 (tetrahydrofuran), O1CCCC1 (tetrahydrofuran), C1CCCCC1 (cyclohexane). Reaction conditions: temperature -70 celsius, time 30 minute. Yields the product C1(=CC=C(C=C1)S(=O)(=O)C(C)(C)C1CC(OC1OC)=O)C (4-(2-p-toluenesulfonyl-prop-2-yl)-5-methoxy-tetrahydrofuran-2-one), crystals. Reaction SMILES: C([Li])CCC.[CH:6]([S:9]([C:12]1[CH:17]=[CH:16][C:15]([CH3:18])=[CH:14][CH:13]=1)(=[O:11])=[O:10])([CH3:8])[CH3:7].[CH3:19][O:20][CH:21]1[O:25][C:24](=[O:26])[CH:23]=[CH:22]1.P(O)(O)([O-])=O.[Na+]>O1CCCC1.C1CCCCC1>[C:15]1([CH3:18])[CH:14]=[CH:13][C:12]([S:9]([C:6]([CH:22]2[CH:21]([O:20][CH3:19])[O:25][C:24](=[O:26])[CH2:23]2)([CH3:8])[CH3:7])(=[O:10])=[O:11])=[CH:17][CH:16]=1 |f:3.4|. Reported procedure: 1.3 ml of a cyclohexane solution of 1.95 M of butyllithium was slowly added with stirring at -70° C. under an inert atmosphere to a mixture of 500 mg of isopropyl-p-tolyl sulfone and 10 ml of anhydrous tetrahydrofuran and the mixture was stirred at -70° C. for 30 minutes. A solution of 287 mg of 5-methoxy-2,5-dihydrofuran-2-one in 4 ml of tetrahydrofuran was added to the mixture over 10 minutes and the mixture was held at -70° C. for one hour and was then poured into aqueous monosodium phosphate...